This data is from the Open Reaction Database (ORD), a public repository of structured organic reaction records. The task is: describe an organic reaction: reactants, conditions, products, and yield Reactants: [OH-].[Na+] (sodium hydroxide), [Sn](Cl)Cl (tin(II) chloride), [N+](=O)([O-])C=1C(N(C(=CC1)C(F)(F)F)CC=C)=O (3-nitro-6-trifluoromethyl-1-allyl-2-pyridinone). The yield is 94.9%. Reaction conditions: time 1 hour. Solvent: Cl (HCl), C1CCOC1 (THF). Procedure: A solution of tin(II) chloride (924 mg, 4.09 mmol) in concentrated HCl (2.5 ml) was added dropwise to a stirred solution of 3-nitro-6-trifluoromethyl-1-allyl-2-pyridinone (127 mg, 0.512 mmol) in THF (6.5 ml) at -10° C. After 1 h at 0° C., the reaction was poured into a mixture of 50% sodium hydroxide and ice. The product was extracted into ethyl acetate, dried (Na2SO4), and evaporated in vacuo to give the title compound (106 mg): 1H NMR (CDCl3) selected signals at δ 4.63 (br s, 2H, NH2), 4.74 (d... As a reaction SMILES: [Sn](Cl)Cl.[N+:4]([C:7]1[C:8](=[O:20])[N:9]([CH2:17][CH:18]=[CH2:19])[C:10]([C:13]([F:16])([F:15])[F:14])=[CH:11][CH:12]=1)([O-])=O.[OH-].[Na+]>Cl.C1COCC1>[NH2:4][C:7]1[C:8](=[O:20])[N:9]([CH2:17][CH:18]=[CH2:19])[C:10]([C:13]([F:14])([F:15])[F:16])=[CH:11][CH:12]=1 |f:2.3|. Yields the product NC=1C(N(C(=CC1)C(F)(F)F)CC=C)=O (3-Amino-6-trifluoromethyl-1-allyl-2-pyridinone). Reaction SMILES: [C-:28]#[N:29].[CH3:1][O:2][C:3]([c:4]1[c:5]([Cl:11])[cH:6][c:7]([NH2:10])[cH:8][cH:9]1)=[O:12].[Cu:25][C:26]#[N:27].[K+:30].[N:13]([O-:14])=[O:15].[N:17]([OH:18])=[O:19].[Na+:16].[Na+:24].[O-:20][C:21]([OH:22])=[O:23].[OH2:36].[S:31](=[O:32])(=[O:33])([OH:34])[OH:35]>>[CH3:1][O:2][C:3]([c:4]1[c:5]([Cl:11])[cH:6][c:7]([C:26]#[N:27])[cH:8][cH:9]1)=[O:12]. Starting materials: [C-]#N, COC(=O)c1ccc(N)cc1Cl, N#C[Cu], [K+], O=N[O-], O=NO, [Na+], [Na+], O=C([O-])O, O, O=S(=O)(O)O. Yields the product COC(=O)c1ccc(C#N)cc1Cl. The reactants are C1CCOC1, CCN(C(C)C)C(C)C, COC(=O)c1ccc(Nc2nc(Cl)nc(OCC(F)(F)F)n2)cc1, CC(C)(C)OC(=O)NCCCCCCCCCCN. Yields the product COC(=O)c1ccc(Nc2nc(NCCCCCCCCCCNC(=O)OC(C)(C)C)nc(OCC(F)(F)F)n2)cc1. RXN SMILES: [CH2:53]1[O:54][CH2:55][CH2:56][CH2:57]1.[CH:44]([N:45]([CH2:46][CH3:47])[CH:48]([CH3:49])[CH3:50])([CH3:51])[CH3:52].[Cl:1][c:2]1[n:3][c:4]([NH:14][c:15]2[cH:16][cH:17][c:18]([C:19](=[O:20])[O:21][CH3:22])[cH:23][cH:24]2)[n:5][c:6]([O:8][CH2:9][C:10]([F:11])([F:12])[F:13])[n:7]1.[NH2:25][CH2:26][CH2:27][CH2:28][CH2:29][CH2:30][CH2:31][CH2:32][CH2:33][CH2:34][CH2:35][NH:36][C:37]([O:38][C:39]([CH3:40])([CH3:41])[CH3:42])=[O:43]>>[c:2]1([NH:25][CH2:26][CH2:27][CH2:28][CH2:29][CH2:30][CH2:31][CH2:32][CH2:33][CH2:34][CH2:35][NH:36][C:37]([O:38][C:39]([CH3:40])([CH3:41])[CH3:42])=[O:43])[n:3][c:4]([NH:14][c:15]2[cH:16][cH:17][c:18]([C:19](=[O:20])[O:21][CH3:22])[cH:23][cH:24]2)[n:5][c:6]([O:8][CH2:9][C:10]([F:11])([F:12])[F:13])[n:7]1.